Dataset: the Open Reaction Database (ORD), a public repository of structured organic reaction records. Task: describe an organic reaction: reactants, conditions, products, and yield The reactants are CCNC(=O)c1csc2c1CCCC2=O, CC(=O)[O-], CCO, Cl, NO, [Na+], O. The product is CCNC(=O)c1csc2c1CCCC2=NO. Reaction SMILES: [CH2:1]([CH3:2])[NH:3][C:4](=[O:5])[c:6]1[c:7]2[c:8]([s:9][cH:10]1)[C:11](=[O:15])[CH2:12][CH2:13][CH2:14]2.[CH3:21][C:22](=[O:23])[O-:24].[CH3:25][CH2:26][OH:27].[ClH:17].[NH2:18][OH:19].[Na+:20].[OH2:16]>>[CH2:1]([CH3:2])[NH:3][C:4](=[O:5])[c:6]1[c:7]2[c:8]([s:9][cH:10]1)[C:11](=[N:18][OH:16])[CH2:12][CH2:13][CH2:14]2. Starting materials: Na, ( M ), CO (methanol), Na, ClC1=C(C=C(C#N)C=C1C(F)(F)F)C(F)(F)F (4-chloro-3,5-bis(trifluoromethyl)benzonitrile). Reaction conditions: temperature 30 celsius, time 1 hour. The product is COC1=C(C=C(C#N)C=C1C(F)(F)F)C(F)(F)F (4-methoxy-3,5-bis(trifluoromethyl)benzonitrile). As a reaction SMILES: Cl[C:2]1[C:9]([C:10]([F:13])([F:12])[F:11])=[CH:8][C:5]([C:6]#[N:7])=[CH:4][C:3]=1[C:14]([F:17])([F:16])[F:15].[CH3:18][OH:19]>>[CH3:18][O:19][C:2]1[C:9]([C:10]([F:13])([F:12])[F:11])=[CH:8][C:5]([C:6]#[N:7])=[CH:4][C:3]=1[C:14]([F:17])([F:16])[F:15]. Procedure: Into a 50-mL round-bottom flask, was placed methanol (10 mL) and cooled to 0° C. Na (337 mg, 14.65 mmol, 2.00 equiv) was added. When the Na was reacted completely, 4-chloro-3,5-bis(trifluoromethyl)benzonitrile (2.0 g, 7.31 mmol, 1.00 equiv) was added at 0° C. The resulting solution was stirred for 1 h at 30° C. The reaction progress was monitored by GCMS. The reaction was then quenched by the addition of 10 mL of water. The resulting solution was extracted with 3×20 mL of ethyl acetate and the o... The reactants are C(C)OC(=O)C1N(C(CN(C1)S(=O)(=O)C1=CC=CC=C1)C(=O)OCC)CC1=CC=CC=C1 ((2SR,6SR)-4-benzenesulfonyl-1-benzyl-piperazine-2,6-dicarboxylic acid diethyl ester), [OH-].[Na+] (NaOH), [H-].[Al+3].[Li+].[H-].[H-].[H-] (lithium aluminum hydride), O (water), O (water). Solvent: O1CCCC1 (tetrahydrofuran), O1CCCC1 (tetrahydrofuran). Reaction conditions: temperature 70 celsius, time 1 hour. Yields the product C1(=CC=CC=C1)S(=O)(=O)N1CC(N(C(C1)CO)CC1=CC=CC=C1)CO (((2SR,6SR)-4-Benzenesulfonyl-1-benzyl-6-hydroxymethyl-piperazin-2-yl)-methanol). The yield is 78.8%. Reaction SMILES: C([O:3][C:4]([CH:6]1[CH2:11][N:10]([S:12]([C:15]2[CH:20]=[CH:19][CH:18]=[CH:17][CH:16]=2)(=[O:14])=[O:13])[CH2:9][CH:8]([C:21](OCC)=[O:22])[N:7]1[CH2:26][C:27]1[CH:32]=[CH:31][CH:30]=[CH:29][CH:28]=1)=O)C.[H-].[Al+3].[Li+].[H-].[H-].[H-].O.[OH-].[Na+]>O1CCCC1>[C:15]1([S:12]([N:10]2[CH2:11][CH:6]([CH2:4][OH:3])[N:7]([CH2:26][C:27]3[CH:28]=[CH:29][CH:30]=[CH:31][CH:32]=3)[CH:8]([CH2:21][OH:22])[CH2:9]2)(=[O:14])=[O:13])[CH:16]=[CH:17][CH:18]=[CH:19][CH:20]=1 |f:1.2.3.4.5.6,8.9|. Procedure: To a solution of the above described (2SR,6SR)-4-benzenesulfonyl-1-benzyl-piperazine-2,6-dicarboxylic acid diethyl ester (7.0 g, 15 mmol) in tetrahydrofuran (165 ml) at 23° C. was added a solution of lithium aluminum hydride in tetrahydrofuran (c=1 mol/l, 45.6 ml, 45.6 mmol) and the mixture was stirred at 70° C. for 1 h. Then the reaction was cooled to 0° C., water (1.75 ml) was added very slowly, then NaOH 15% (1.75 ml) and water (5.24 ml). The mixture was stirred at 23° C. for 1.5 h, the preci... Starting materials: ClC1=NC=CC(=N1)C1=C(N=C2N1C=CC=C2)C=2C=C(C(=O)NC1=C(C=CC=C1F)F)C=CC2 (3-[3-(2-chloro-4-pyrimidinyl)imidazo[1,2-a]pyridin-2-yl]-N-(2,6-difluorophenyl)-benzamide), COC1=C(N)C=CC(=C1)N1CCC(CC1)N1CCOCC1 (2-(methyloxy)-4-[4-(4-morpholinyl)-1-piperidinyl]aniline), C1(=CC=C(C=C1)S(=O)(=O)O)C (p-toluenesulfonic acid). Solvent: CC(C)O (iPrOH), C(Cl)Cl (DCM). Conditions: temperature 180 celsius. Yields the product FC1=C(C(=CC=C1)F)NC(C1=CC(=CC=C1)C=1N=C2N(C=CC=C2)C1C1=NC(=NC=C1)NC1=C(C=C(C=C1)N1CCC(CC1)N1CCOCC1)OC)=O (N-(2,6-difluorophenyl)-3-{3-[2-({2-(methyloxy)-4-[4-(4-morpholinyl)-1-piperidinyl]phenyl}amino)-4-pyrimidinyl]imidazo[1,2-a]pyridin-2-yl}benzamide). Isolated yield 66.7%. As a reaction SMILES: Cl[C:2]1[N:7]=[C:6]([C:8]2[N:12]3[CH:13]=[CH:14][CH:15]=[CH:16][C:11]3=[N:10][C:9]=2[C:17]2[CH:18]=[C:19]([CH:31]=[CH:32][CH:33]=2)[C:20]([NH:22][C:23]2[C:28]([F:29])=[CH:27][CH:26]=[CH:25][C:24]=2[F:30])=[O:21])[CH:5]=[CH:4][N:3]=1.[CH3:34][O:35][C:36]1[CH:42]=[C:41]([N:43]2[CH2:48][CH2:47][CH:46]([N:49]3[CH2:54][CH2:53][O:52][CH2:51][CH2:50]3)[CH2:45][CH2:44]2)[CH:40]=[CH:39][C:37]=1[NH2:38].C1(C)C=CC(S(O)(=O)=O)=CC=1>CC(O)C.C(Cl)Cl>[F:30][C:24]1[CH:25]=[CH:26][CH:27]=[C:28]([F:29])[C:23]=1[NH:22][C:20](=[O:21])[C:19]1[CH:31]=[CH:32][CH:33]=[C:17]([C:9]2[N:10]=[C:11]3[CH:16]=[CH:15][CH:14]=[CH:13][N:12]3[C:8]=2[C:6]2[CH:5]=[CH:4][N:3]=[C:2]([NH:38][C:37]3[CH:39]=[CH:40][C:41]([N:43]4[CH2:48][CH2:47][CH:46]([N:49]5[CH2:54][CH2:53][O:52][CH2:51][CH2:50]5)[CH2:45][CH2:44]4)=[CH:42][C:36]=3[O:35][CH3:34])[N:7]=2)[CH:18]=1. Procedure details: A mixture of 3-[3-(2-chloro-4-pyrimidinyl)imidazo[1,2-a]pyridin-2-yl]-N-(2,6-difluorophenyl)-benzamide (Intermediate Example 1) (139 mg, 0.30 mmol), 2-(methyloxy)-4-[4-(4-morpholinyl)-1-piperidinyl]aniline (79 mg, 0.27 mmol) and p-toluenesulfonic acid (137 mg, 0.71 mmol) in iPrOH was heated in the microwave at 180° C. for 13.5 min. The mixture was dissolved in DCM and concentrated onto silica gel. The crude material was purified by flash column chromatography to give 129 mg (60%) of the title co... The product is CN1N=CC(=C1)C=1C=C2C(=CN1)NN=C2C2=NC(=CC=C2)N2CCNCC2 (5-(1-methyl-1H-pyrazol-4-yl)-3-(6-(piperazin-1-yl)pyridin-2-yl)-1H-pyrazolo[3,4-c]pyridine). Reported procedure: Following the procedures as described in Example 189, 3-(6-fluoropyridin-2-yl)-5-(1-methyl-1H-pyrazol-4-yl)-1-(tetrahydro-2H-pyran-2-yl)-1H-pyrazolo[3,4-c]pyridine and tert-butyl 1-piperazinecarboxylate were reacted. The product was deprotected to give 234 as a white solid (61% over two steps). 1H NMR (400 MHz, DMSO) δ 9.03 (s, 1H), 8.53 (s, 1H), 8.11 (s, 1H), 7.82 (s, 1H), 7.65 (t, J=7.9 Hz, 1H), 7.45 (d, J=7.2 Hz, 1H), 6.83 (d, J=8.5 Hz, 1H), 3.91 (s, 3H), 3.63 (s, 4H), 2.94 (s, 4H); two proto... As a reaction SMILES: F[C:2]1[N:7]=[C:6]([C:8]2[C:16]3[C:11](=[CH:12][N:13]=[C:14]([C:17]4[CH:18]=[N:19][N:20]([CH3:22])[CH:21]=4)[CH:15]=3)[N:10](C3CCCCO3)[N:9]=2)[CH:5]=[CH:4][CH:3]=1.[N:29]1(C(OC(C)(C)C)=O)[CH2:34][CH2:33][NH:32][CH2:31][CH2:30]1>>[CH3:22][N:20]1[CH:21]=[C:17]([C:14]2[CH:15]=[C:16]3[C:8]([C:6]4[CH:5]=[CH:4][CH:3]=[C:2]([N:29]5[CH2:34][CH2:33][NH:32][CH2:31][CH2:30]5)[N:7]=4)=[N:9][NH:10][C:11]3=[CH:12][N:13]=2)[CH:18]=[N:19]1. Reactants: FC1=CC=CC(=N1)C1=NN(C2=CN=C(C=C21)C=2C=NN(C2)C)C2OCCCC2 (3-(6-fluoropyridin-2-yl)-5-(1-methyl-1H-pyrazol-4-yl)-1-(tetrahydro-2H-pyran-2-yl)-1H-pyrazolo[3,4-c]pyridine), N1(CCNCC1)C(=O)OC(C)(C)C (tert-butyl 1-piperazinecarboxylate). Yield: 61.0%. Reactants: N1(CCOCC1)C(=O)C1=CC=C(C=C1)NC=1N=C(N=NC1C(=O)N)N[C@H]1CNCC1 ((R)-5-(4-(morpholine-4-carbonyl)phenylamino)-3-(pyrrolidin-3-ylamino)-1,2,4-triazine-6-carboxamide), CCN(C(C)C)C(C)C (DIEA), C(C=C)(=O)Cl (acryloyl chloride). Run in CN1CCCC1=O (NMP). Run at time 30 minute. The product is C(C=C)(=O)N1C[C@@H](CC1)NC=1N=NC(=C(N1)NC1=CC=C(C=C1)C(=O)N1CCOCC1)C(=O)N ((R)-3-(1-acryloylpyrrolidin-3-ylamino)-5-(4-(morpholine-4-carbonyl)phenylamino)-1,2,4-triazine-6-carboxamide), Cl (HCl). RXN SMILES: [N:1]1([C:7]([C:9]2[CH:14]=[CH:13][C:12]([NH:15][C:16]3[N:17]=[C:18]([NH:25][C@@H:26]4[CH2:30][CH2:29][NH:28][CH2:27]4)[N:19]=[N:20][C:21]=3[C:22]([NH2:24])=[O:23])=[CH:11][CH:10]=2)=[O:8])[CH2:6][CH2:5][O:4][CH2:3][CH2:2]1.CCN(C(C)C)C(C)C.[C:40]([Cl:44])(=[O:43])[CH:41]=[CH2:42]>CN1C(=O)CCC1>[C:40]([N:28]1[CH2:29][CH2:30][C@@H:26]([NH:25][C:18]2[N:19]=[N:20][C:21]([C:22]([NH2:24])=[O:23])=[C:16]([NH:15][C:12]3[CH:13]=[CH:14][C:9]([C:7]([N:1]4[CH2:2][CH2:3][O:4][CH2:5][CH2:6]4)=[O:8])=[CH:10][CH:11]=3)[N:17]=2)[CH2:27]1)(=[O:43])[CH:41]=[CH2:42].[ClH:44]. Procedure details: To a solution of (R)-5-(4-(morpholine-4-carbonyl)phenylamino)-3-(pyrrolidin-3-ylamino)-1,2,4-triazine-6-carboxamide (83) HCl salt (60 mg, 0.13 mmol) in NMP (4 mL) was added DIEA (160 μL, 0.90 mmol) and then acryloyl chloride (25 μL, 0.30 mmol). The mixture was stirred at RT for 30 min, quenched with TFA (0.2 mL), diluted with 2 mL water, and subjected to reverse phase preparative HPLC to afford the title compound (84) as an HCl salt. MS found for C22H26N8O4 as (M+H)+ 467.1, (M−H)− 465.2. UV: λ=2... Starting materials: COc1ccc(N)cc1, CS(C)=O, CCOC(C)=O, COC(=O)c1ccc([N+](=O)[O-])c(F)c1. Yields the product COC(=O)c1ccc([N+](=O)[O-])c(Nc2ccc(OC)cc2)c1. As a reaction SMILES: [CH3:15][O:16][c:17]1[cH:18][cH:19][c:20]([NH2:23])[cH:21][cH:22]1.[CH3:24][S:25]([CH3:26])=[O:27].[CH3:28][CH2:29][O:30][C:31](=[O:32])[CH3:33].[F:1][c:2]1[cH:3][c:4]([C:5](=[O:6])[O:7][CH3:8])[cH:9][cH:10][c:11]1[N+:12](=[O:13])[O-:14]>>[c:2]1([NH:23][c:20]2[cH:19][cH:18][c:17]([O:16][CH3:15])[cH:22][cH:21]2)[cH:3][c:4]([C:5](=[O:6])[O:7][CH3:8])[cH:9][cH:10][c:11]1[N+:12](=[O:13])[O-:14]. Starting materials: [Br-], C1CCOC1, CC(C)(C)OC(=O)N1CCN(c2nc(S(C)(=O)=O)nn2-c2ccccc2)CC1, C[Mg+]. The product is Cc1nc(N2CCN(C(=O)OC(C)(C)C)CC2)n(-c2ccccc2)n1. Reaction SMILES: [Br-:29].[CH2:32]1[O:33][CH2:34][CH2:35][CH2:36]1.[CH3:1][S:2](=[O:3])(=[O:4])[c:5]1[n:6][n:7](-[c:23]2[cH:24][cH:25][cH:26][cH:27][cH:28]2)[c:8]([N:10]2[CH2:11][CH2:12][N:13]([C:16](=[O:17])[O:18][C:19]([CH3:20])([CH3:21])[CH3:22])[CH2:14][CH2:15]2)[n:9]1.[CH3:30][Mg+:31]>>[c:5]1([CH3:30])[n:6][n:7](-[c:23]2[cH:24][cH:25][cH:26][cH:27][cH:28]2)[c:8]([N:10]2[CH2:11][CH2:12][N:13]([C:16](=[O:17])[O:18][C:19]([CH3:20])([CH3:21])[CH3:22])[CH2:14][CH2:15]2)[n:9]1. Starting materials: FC=1C=C2N=C3CCCC(C3=C(C2=CC1)NCC1=C(C=CC=C1)C(F)(F)F)=O (3,4-dihydro-6-fluoro-9-(2-trifluoromethylbenzylamino)acridin-1(2H)-one), FC(C1=C(CNC=2C3=CC=CC=C3N=C3CCCC(C23)O)C=CC=C1)(F)F (1,2,3,4-Tetrahydro-9-(2-trifluoromethylbenzylamino)acridin-1-ol), [H-].[Al+3].[Li+].[H-].[H-].[H-] (lithium aluminum hydride). Solvent: O1CCCC1 (tetrahydrofuran), C1CCOC1 (THF). Conditions: time 0.5 hour. Yields the product FC=1C=C2N=C3CCCC(C3=C(C2=CC1)NCC1=C(C=CC=C1)C(F)(F)F)O (6-Fluoro-1,2,3,4-tetrahydro-9-(2-trifluoromethylbenzylamino)-acridin-1-ol). Yield: 89.0%. Reaction SMILES: [F:1][C:2]1[CH:3]=[C:4]2[C:13](=[CH:14][CH:15]=1)[C:12]([NH:16][CH2:17][C:18]1[CH:23]=[CH:22][CH:21]=[CH:20][C:19]=1[C:24]([F:27])([F:26])[F:25])=[C:11]1[C:6]([CH2:7][CH2:8][CH2:9][C:10]1=[O:28])=[N:5]2.FC(F)(F)C1C=CC=CC=1CNC1C2C(N=C3C=1C(O)CCC3)=CC=CC=2.[H-].[Al+3].[Li+].[H-].[H-].[H-]>O1CCCC1>[F:1][C:2]1[CH:3]=[C:4]2[C:13](=[CH:14][CH:15]=1)[C:12]([NH:16][CH2:17][C:18]1[CH:23]=[CH:22][CH:21]=[CH:20][C:19]=1[C:24]([F:25])([F:27])[F:26])=[C:11]1[C:6]([CH2:7][CH2:8][CH2:9][CH:10]1[OH:28])=[N:5]2 |f:2.3.4.5.6.7|. Reported procedure: To a cooled solution of 5.7 g of 3,4-dihydro-6-fluoro-9-(2-trifluoromethylbenzylamino)acridin-1(2H)-one in 80 ml of tetrahydrofuran was added 7.5 ml of 1 of molar solution of lithium aluminum hydride in THF. This was stirred for 0.5 hour and then quenched with 6 ml of saturated ammonium chloride solution. The inorganics were filtered, rinsed with ethyl acetate and the combined organics were dried over anhydrous magnesium sulfate. This was concentrated to a solid which was triturated with ether t...